Task: describe an organic reaction: reactants, conditions, products, and yield. Dataset: the Open Reaction Database (ORD), a public repository of structured organic reaction records Starting materials: CCOP(=O)(C#N)OCC, C1COCCN1, CC(C)(C)Cc1nc2cc(S(=O)(=O)C(C)(C)C(=O)O)ccc2n1CC1CC1. The product is CC(C)(C)Cc1nc2cc(S(=O)(=O)C(C)(C)C(=O)N3CCOCC3)ccc2n1CC1CC1. Reaction SMILES: [C:34]([P:35](=[O:36])([O:37][CH2:38][CH3:39])[O:40][CH2:41][CH3:42])#[N:43].[CH2:28]1[CH2:29][O:30][CH2:31][CH2:32][NH:33]1.[CH:1]1([CH2:4][n:5]2[c:6]([CH2:23][C:24]([CH3:25])([CH3:26])[CH3:27])[n:7][c:8]3[c:9]2[cH:10][cH:11][c:12]([S:14](=[O:15])(=[O:16])[C:17]([C:18](=[O:19])[OH:20])([CH3:21])[CH3:22])[cH:13]3)[CH2:2][CH2:3]1>>[CH:1]1([CH2:4][n:5]2[c:6]([CH2:23][C:24]([CH3:25])([CH3:26])[CH3:27])[n:7][c:8]3[c:9]2[cH:10][cH:11][c:12]([S:14](=[O:15])(=[O:16])[C:17]([C:18](=[O:20])[N:33]2[CH2:28][CH2:29][O:30][CH2:31][CH2:32]2)([CH3:21])[CH3:22])[cH:13]3)[CH2:2][CH2:3]1.